Dataset: the Open Reaction Database (ORD), a public repository of structured organic reaction records. Task: describe an organic reaction: reactants, conditions, products, and yield The reactants are CCOC(=O)c1c[nH]c(C=O)c1C, C1CCNCC1, CC(C)O, O=C1Cc2c(ccc(F)c2I)N1. Yields the product CCOC(=O)c1c[nH]c(C=C2C(=O)Nc3ccc(F)c(I)c32)c1C. RXN SMILES: [CH2:13]([CH3:14])[O:15][C:16](=[O:17])[c:18]1[cH:19][nH:20][c:21]([CH:24]=[O:25])[c:22]1[CH3:23].[CH2:26]1[CH2:27][CH2:28][NH:29][CH2:30][CH2:31]1.[CH3:32][CH:33]([OH:34])[CH3:35].[F:1][c:2]1[c:3]([I:12])[c:4]2[c:8]([cH:9][cH:10]1)[NH:7][C:6](=[O:11])[CH2:5]2>>[F:1][c:2]1[c:3]([I:12])[c:4]2[c:8]([cH:9][cH:10]1)[NH:7][C:6](=[O:11])[C:5]2=[CH:24][c:21]1[nH:20][cH:19][c:18]([C:16]([O:15][CH2:13][CH3:14])=[O:17])[c:22]1[CH3:23]. Reactants: NC=1C=CC(=C(C1)[C@]1(N=C(O[C@@H](C1)C(F)(F)F)N)CF)F ((4S,6S)-4-(5-amino-2-fluorophenyl)-4-(fluoromethyl)-6-(trifluoromethyl)-5,6-dihydro-4H-1,3-oxazin-2-amine), FC(COC=1N=CC(=NC1)C(=O)O)F (5-(2,2-difluoroethoxyl)pyrazine-2-carboxylic acid). The product is NC=1O[C@@H](C[C@@](N1)(CF)C=1C=C(C=CC1F)NC(=O)C1=NC=C(N=C1)OCC(F)F)C(F)(F)F (N-(3-((4S,6S)-2-Amino-4-(fluoromethyl)-6-(trifluoromethyl)-5,6-dihydro-4H-1,3-oxazin-4-yl)-4-fluorophenyl)-5-(2,2-difluoroethoxyl)pyrazine-2-carboxamide). Reaction SMILES: [NH2:1][C:2]1[CH:3]=[CH:4][C:5]([F:21])=[C:6]([C@:8]2([CH2:19][F:20])[CH2:13][C@@H:12]([C:14]([F:17])([F:16])[F:15])[O:11][C:10]([NH2:18])=[N:9]2)[CH:7]=1.[F:22][CH:23]([F:35])[CH2:24][O:25][C:26]1[N:27]=[CH:28][C:29]([C:32](O)=[O:33])=[N:30][CH:31]=1>>[NH2:18][C:10]1[O:11][C@H:12]([C:14]([F:17])([F:15])[F:16])[CH2:13][C@:8]([C:6]2[CH:7]=[C:2]([NH:1][C:32]([C:29]3[CH:28]=[N:27][C:26]([O:25][CH2:24][CH:23]([F:35])[F:22])=[CH:31][N:30]=3)=[O:33])[CH:3]=[CH:4][C:5]=2[F:21])([CH2:19][F:20])[N:9]=1. Reported procedure: The coupling of (4S,6S)-4-(5-amino-2-fluorophenyl)-4-(fluoromethyl)-6-(trifluoromethyl)-5,6-dihydro-4H-1,3-oxazin-2-amine (XI-2) and 5-(2,2-difluoroethoxyl)pyrazine-2-carboxylic acid [Y. Suzuki et al. WO2009091016 (2009)] following General Procedure G yielded the title compound as a colorless solid. MS: m/z=496.6 [M+H]+. The reactants are C1CCC2=NCCCN2CC1, C1CCOC1, OCCN1CCOCC1, CS(=O)c1nc(N)nc(-c2ccco2)c1I. Yields the product Nc1nc(OCCN2CCOCC2)c(I)c(-c2ccco2)n1. Reaction SMILES: [CH2:26]1[CH2:27][CH2:28][C:29]2=[N:34][CH2:33][CH2:32][CH2:31][N:30]2[CH2:35][CH2:36]1.[CH2:37]1[O:38][CH2:39][CH2:40][CH2:41]1.[OH:17][CH2:18][CH2:19][N:20]1[CH2:21][CH2:22][O:23][CH2:24][CH2:25]1.[o:1]1[c:2](-[c:6]2[n:7][c:8]([NH2:16])[n:9][c:10]([S:13]([CH3:14])=[O:15])[c:11]2[I:12])[cH:3][cH:4][cH:5]1>>[o:1]1[c:2](-[c:6]2[n:7][c:8]([NH2:16])[n:9][c:10]([O:17][CH2:18][CH2:19][N:20]3[CH2:21][CH2:22][O:23][CH2:24][CH2:25]3)[c:11]2[I:12])[cH:3][cH:4][cH:5]1. Reactants: Br, O=C([O-])O, COc1ccc2c(=S)c(C)cn(C)c2c1, CC(=O)O, [Na+]. Product: Cc1cn(C)c2cc(O)ccc2c1=S. RXN SMILES: [BrH:16].[C:17](=[O:18])([OH:19])[O-:20].[CH3:1][O:2][c:3]1[cH:4][cH:5][c:6]2[c:7](=[S:15])[c:8]([CH3:14])[cH:9][n:10]([CH3:13])[c:11]2[cH:12]1.[CH3:22][C:23](=[O:24])[OH:25].[Na+:21]>>[OH:2][c:3]1[cH:4][cH:5][c:6]2[c:7](=[S:15])[c:8]([CH3:14])[cH:9][n:10]([CH3:13])[c:11]2[cH:12]1. The reactants are OC=1C=C(C=CC1)C=1C=NC=CC1 (3-(3-hydroxyphenyl)pyridine), C([O-])([O-])=O.[K+].[K+] (potassium carbonate), C(C)OC(C(C)(C)Br)=O (ethyl-2-bromoisobutyrate). Solvent: CN(C=O)C (dimethylformamide), O (water). Conditions: time 18 hour. Yields the product C(C)OC(C(C)(OC1=CC(=CC=C1)C=1C=NC=CC1)C)=O (2-methyl-2-(3-pyridin-3-yl-phenoxy)-propionic acid ethyl ester). Reaction SMILES: [OH:1][C:2]1[CH:3]=[C:4]([C:8]2[CH:9]=[N:10][CH:11]=[CH:12][CH:13]=2)[CH:5]=[CH:6][CH:7]=1.C(=O)([O-])[O-].[K+].[K+].[CH2:20]([O:22][C:23](=[O:28])[C:24](Br)([CH3:26])[CH3:25])[CH3:21]>CN(C)C=O.O>[CH2:20]([O:22][C:23](=[O:28])[C:24]([CH3:26])([O:1][C:2]1[CH:7]=[CH:6][CH:5]=[C:4]([C:8]2[CH:9]=[N:10][CH:11]=[CH:12][CH:13]=2)[CH:3]=1)[CH3:25])[CH3:21] |f:1.2.3|. Procedure details: To a solution of 3-(3-hydroxyphenyl)pyridine (40.91 g, 0.239 mol) in 500 mL dimethylformamide was added potassium carbonate (148.62 g, 1.075 mol) and ethyl-2-bromoisobutyrate (157.8 mL, 1.075 mol). The mixture was heated to reflux under N2 with stirring for 18 h and cooled to ambient temperature. The resultant brown suspension was diluted with 1 L water and extracted with diethyl ether (3×500 mL). The organic phases were combined and dried over anhydrous sodium sulfate, filtered and concentrated... The reactants are CC#N, O=C(Cl)CC1CCCC1, Cc1cc([N+](=O)[O-])cc(Cl)c1N. Product: Cc1cc([N+](=O)[O-])cc(Cl)c1NC(=O)CC1CCCC1. As a reaction SMILES: [CH3:22][C:23]#[N:24].[CH:13]1([CH2:18][C:19](=[O:20])[Cl:21])[CH2:14][CH2:15][CH2:16][CH2:17]1.[Cl:1][c:2]1[c:3]([NH2:12])[c:4]([CH3:11])[cH:5][c:6]([N+:8](=[O:9])[O-:10])[cH:7]1>>[Cl:1][c:2]1[c:3]([NH:12][C:19]([CH2:18][CH:13]2[CH2:14][CH2:15][CH2:16][CH2:17]2)=[O:20])[c:4]([CH3:11])[cH:5][c:6]([N+:8](=[O:9])[O-:10])[cH:7]1. Starting materials: CC(C)(C)[Si](Oc1ccc(OCC(O)CNCCc2ccc(NC3CCN(C(=O)NCc4ccc(F)cc4)CC3)cc2)cc1)(c1ccccc1)c1ccccc1, CO, ClC(Cl)Cl. The product is O=C(NCc1ccc(F)cc1)N1CCC(Nc2ccc(CCNCC(O)COc3ccc(O)cc3)cc2)CC1. As a reaction SMILES: [C:1]([Si:2]([c:3]1[cH:4][cH:5][cH:45][cH:46][cH:47]1)([O:6][c:7]1[cH:8][cH:9][c:10]([O:11][CH2:12][CH:13]([CH2:14][NH:15][CH2:16][CH2:17][c:18]2[cH:19][cH:20][c:21]([NH:22][CH:23]3[CH2:24][CH2:25][N:26]([C:29](=[O:30])[NH:31][CH2:32][c:33]4[cH:34][cH:35][c:36]([F:39])[cH:37][cH:38]4)[CH2:27][CH2:28]3)[cH:40][cH:41]2)[OH:42])[cH:43][cH:44]1)[c:48]1[cH:49][cH:50][cH:51][cH:52][cH:53]1)([CH3:54])([CH3:55])[CH3:56].[CH3:57][OH:58].[CH:59]([Cl:60])([Cl:61])[Cl:62]>>[OH:6][c:7]1[cH:8][cH:9][c:10]([O:11][CH2:12][CH:13]([CH2:14][NH:15][CH2:16][CH2:17][c:18]2[cH:19][cH:20][c:21]([NH:22][CH:23]3[CH2:24][CH2:25][N:26]([C:29](=[O:30])[NH:31][CH2:32][c:33]4[cH:34][cH:35][c:36]([F:39])[cH:37][cH:38]4)[CH2:27][CH2:28]3)[cH:40][cH:41]2)[OH:42])[cH:43][cH:44]1. The reactants are CC(C)(C)OC(=O)NCC(=O)O, ClCCCl, ClCCl, CC(c1ccc(-c2ccc(F)cc2F)cc1)N1CCC(CCN)(c2ccc(F)cc2)OC1=O, On1nnc2ccccc21. Product: CC(c1ccc(-c2ccc(F)cc2F)cc1)N1CCC(CCNC(=O)CNC(=O)OC(C)(C)C)(c2ccc(F)cc2)OC1=O. As a reaction SMILES: [C:34]([CH3:35])([CH3:36])([CH3:37])[O:38][C:39](=[O:40])[NH:41][CH2:42][C:43](=[O:44])[OH:45].[CH2:56]([Cl:57])[CH2:58][Cl:59].[Cl:60][CH2:61][Cl:62].[NH2:1][CH2:2][CH2:3][C:4]1([c:27]2[cH:28][cH:29][c:30]([F:33])[cH:31][cH:32]2)[CH2:5][CH2:6][N:7]([CH:11]([CH3:12])[c:13]2[cH:14][cH:15][c:16](-[c:19]3[c:20]([F:26])[cH:21][c:22]([F:25])[cH:23][cH:24]3)[cH:17][cH:18]2)[C:8](=[O:10])[O:9]1.[OH:46][n:47]1[c:48]2[c:49]([cH:50][cH:51][cH:52][cH:53]2)[n:54][n:55]1>>[NH:1]([CH2:2][CH2:3][C:4]1([c:27]2[cH:28][cH:29][c:30]([F:33])[cH:31][cH:32]2)[CH2:5][CH2:6][N:7]([CH:11]([CH3:12])[c:13]2[cH:14][cH:15][c:16](-[c:19]3[c:20]([F:26])[cH:21][c:22]([F:25])[cH:23][cH:24]3)[cH:17][cH:18]2)[C:8](=[O:10])[O:9]1)[C:43]([CH2:42][NH:41][C:39]([O:38][C:34]([CH3:35])([CH3:36])[CH3:37])=[O:40])=[O:44]. Starting materials: N1C=NC=C1 (imidazole), C(C)(C)(C)[Si](Cl)(C)C (tert-butyldimethylchlorosilane), C(=O)(OC(C)(C)C)N[C@H]([C@H](C[C@H](C(=O)O)CC1=CC=CC=C1)O)CC1=CC=CC=C1 (5(S)-(Boc-amino)-4(S)-hydroxy-6-phenyl-2(R)-phenylmethylhexanoic acid). Solvent: CN(C)C=O (DMF). Reaction conditions: time 18 hour. Product: C(=O)(OC(C)(C)C)N[C@@H](CC1=CC=CC=C1)[C@@H]1C[C@H](C(O1)=O)CC1=CC=CC=C1 (5(S)-[1(S)-(Boc-amino)-2-phenylethyl]-3(R)-phenylmethyl-dihydrofuran-2-(3H)-one). Reaction SMILES: N1C=CN=C1.[C:6]([Si](C)(C)Cl)([CH3:9])([CH3:8])[CH3:7].[C:14]([NH:21][C@@H:22]([CH2:37][C:38]1[CH:43]=[CH:42][CH:41]=[CH:40][CH:39]=1)[C@@H:23]([OH:36])[CH2:24][C@@H:25]([CH2:29][C:30]1[CH:35]=[CH:34][CH:33]=[CH:32][CH:31]=1)[C:26](O)=[O:27])([O:16]C(C)(C)C)=[O:15]>CN(C=O)C>[C:14]([NH:21][C@H:22]([C@H:23]1[O:36][C:26](=[O:27])[C@H:25]([CH2:29][C:30]2[CH:31]=[CH:32][CH:33]=[CH:34][CH:35]=2)[CH2:24]1)[CH2:37][C:38]1[CH:43]=[CH:42][CH:41]=[CH:40][CH:39]=1)([O:16][C:6]([CH3:9])([CH3:8])[CH3:7])=[O:15]. Procedure details: 8 g of imidazole and 10 g of tert-butyldimethylchlorosilane are added, with stirring, to a solution of 6.35 g of 5(S)-(Boc-amino)-4(S)-hydroxy-6-phenyl-2(R)-phenylmethylhexanoic acid in 90 ml of DMF. After being stirred for 18 hours at room temperature, the clear yellow solution is poured onto ice-water and extracted three times using 250 ml of ethyl acetate each time. The combined extracts are washed in succession three times with 10% citric acid, once with water, three times with aqueous satur... Isolated yield 94.4%. Reported procedure: A mixture of potassium (bromomethyl)trifluoroborate (1.20 g, 5.38 mmol) and (R)-4-N-Boc-2-methyl-piperazine (1.166 g, 5.65 mmol) in THF (7.00 mL) was heated at 80° C. under nitrogen for 24 h. After cooling, the mixture was concentrated, re-dissolved in acetone (125 mL) and treated with K2CO3 (1 eq). The suspension was stirred for 30 min and filtered through a short plug of Celite® (diatomaceous earth), washing with additional acetone and the combined organic phases were concentrated to give pota... Reaction conditions: temperature 80 celsius, time 30 minute. The product is C(C)(C)(C)OC(=O)N1C[C@H](N(CC1)C[B-](F)(F)F)C.[K+] (potassium (R)-((4-(tert-butoxycarbonyl)-2-methylpiperazin-1-yl)methyl)trifluoroborate). The reactants are BrC[B-](F)(F)F.[K+] (potassium (bromomethyl)trifluoroborate), C(=O)(OC(C)(C)C)N1C[C@H](NCC1)C ((R)-4-N-Boc-2-methyl-piperazine), C(=O)([O-])[O-].[K+].[K+] (K2CO3). Solvent: C1CCOC1 (THF). RXN SMILES: Br[CH2:2][B-:3]([F:6])([F:5])[F:4].[K+:7].[C:8]([N:15]1[CH2:20][CH2:19][NH:18][C@H:17]([CH3:21])[CH2:16]1)([O:10][C:11]([CH3:14])([CH3:13])[CH3:12])=[O:9].C([O-])([O-])=O.[K+].[K+]>C1COCC1>[C:11]([O:10][C:8]([N:15]1[CH2:20][CH2:19][N:18]([CH2:2][B-:3]([F:6])([F:5])[F:4])[C@H:17]([CH3:21])[CH2:16]1)=[O:9])([CH3:14])([CH3:12])[CH3:13].[K+:7] |f:0.1,3.4.5,7.8|.